The task is: describe an organic reaction: reactants, conditions, products, and yield. This data is from the Open Reaction Database (ORD), a public repository of structured organic reaction records. Starting materials: ClC1=C(N)C=CC=C1 (2-chloroaniline), [Cl-].C(N)(=O)C1=CC=[N+](C=C1)C1=C(C=C(C=C1)[N+](=O)[O-])[N+](=O)[O-] (4-carbamoyl-1-(2,4-dinitrophenyl)-pyridinium chloride), ClC1=C(N)C=CC=C1 (2-chloroaniline), ClC1=C(N)C=CC=C1 (2-chloroaniline). The solvent is CO (methanol). Run at time 24 hour. The product is [Cl-].C(N)(=O)C1=CC=[N+](C=C1)C1=C(C=CC=C1)Cl (4-carbamoyl-1-(2-chlorophenyl)-pyridinium chloride). Yield: 69.7%. RXN SMILES: [Cl-:1].[C:2]([C:5]1[CH:10]=[CH:9][N+:8]([C:11]2[CH:16]=[CH:15][C:14]([N+]([O-])=O)=[CH:13][C:12]=2[N+]([O-])=O)=[CH:7][CH:6]=1)(=[O:4])[NH2:3].[Cl:23]C1C=CC=CC=1N>CO>[Cl-:23].[C:2]([C:5]1[CH:6]=[CH:7][N+:8]([C:11]2[CH:12]=[CH:13][CH:14]=[CH:15][C:16]=2[Cl:1])=[CH:9][CH:10]=1)(=[O:4])[NH2:3] |f:0.1,4.5|. Procedure: A mixture of 4-carbamoyl-1-(2,4-dinitrophenyl)-pyridinium chloride (41 g) and 2-chloroaniline (20 g) in methanol (500 ml) was stirred at ambient temperature for 24 hours. The mixture was then heated under reflux for 24 hours and then a further portion of 2-chloroaniline (10 g) was added. Heating under reflux was continued for a further 48 hours then another portion of 2-chloroaniline (10 g) was added. The mixture was heated for a further 48 hours, then cooled and the solvent removed in vacuo. Th... Starting materials: Cn2cnc1ccccc12 (effective_coupling_partner), COc3ccc2ccc(c1ccc(C)cc1)cc2c3 (substrate). The reagents and catalysts are CDC. Run at temperature 90 celsius, time 16 hour. The product is Cc5ccc(c4ccc3ccc(c2nc1ccccc1n2C)cc3c4)cc5. The reactants are B, CC(C)(C)OC(=O)N1CCC1C(=O)O, CSC, C1CCOC1. Product: CC(C)(C)OC(=O)N1CCC1CO. Reaction SMILES: [BH3:18].[C:1]([CH3:2])([CH3:3])([CH3:4])[O:5][C:6](=[O:7])[N:8]1[CH:9]([C:12](=[O:13])[OH:14])[CH2:10][CH2:11]1.[CH3:15][S:16][CH3:17].[O:19]1[CH2:20][CH2:21][CH2:22][CH2:23]1>>[C:1]([CH3:2])([CH3:3])([CH3:4])[O:5][C:6](=[O:7])[N:8]1[CH:9]([CH2:12][OH:13])[CH2:10][CH2:11]1. The reactants are CCN=C=NCCCN(C)C, CN(C)C=O, Cl, CC(C)(O)c1ccc(CN)cc1, O, O, On1nnc2ccccc21, O=C(O)c1cccnc1Oc1ccc2nsnc2c1. Yields the product CC(C)(O)c1ccc(CNC(=O)c2cccnc2Oc2ccc3nsnc3c2)cc1. Reaction SMILES: [CH3:44][N:45]([CH3:46])[CH2:47][CH2:48][CH2:49][N:50]=[C:51]=[N:52][CH2:53][CH3:54].[CH3:55][N:56]([CH3:57])[CH:58]=[O:59].[ClH:43].[NH2:20][CH2:21][c:22]1[cH:23][cH:24][c:25]([C:28]([CH3:29])([CH3:30])[OH:31])[cH:26][cH:27]1.[OH2:32].[OH2:60].[OH:33][n:34]1[c:35]2[cH:36][cH:37][cH:38][cH:39][c:40]2[n:41][n:42]1.[n:1]1[s:2][n:3][c:4]2[c:5]1[cH:6][cH:7][c:8]([O:10][c:11]1[c:12]([C:13](=[O:14])[OH:15])[cH:16][cH:17][cH:18][n:19]1)[cH:9]2>>[n:1]1[s:2][n:3][c:4]2[c:5]1[cH:6][cH:7][c:8]([O:10][c:11]1[c:12]([C:13](=[O:15])[NH:20][CH2:21][c:22]3[cH:23][cH:24][c:25]([C:28]([CH3:29])([CH3:30])[OH:31])[cH:26][cH:27]3)[cH:16][cH:17][cH:18][n:19]1)[cH:9]2. Reactants: Cn1cc(-c2ccnn2C)cc1C(=O)NC(Cc1ccccc1)CN(C(=O)[O-])C(C)(C)C, CO, ClC(Cl)Cl, Cl, C1COCCO1. Product: Cn1cc(-c2ccnn2C)cc1C(=O)NC(CN)Cc1ccccc1. RXN SMILES: [CH3:2][C:3]([N:6]([C:4](=[O:5])[O-:7])[CH2:10][CH:11]([CH2:12][c:13]1[cH:14][cH:15][cH:16][cH:17][cH:18]1)[NH:19][C:20](=[O:21])[c:22]1[n:23]([CH3:33])[cH:24][c:25](-[c:27]2[cH:28][cH:29][n:30][n:31]2[CH3:32])[cH:26]1)([CH3:8])[CH3:9].[CH3:44][OH:45].[Cl:40][CH:41]([Cl:42])[Cl:43].[ClH:1].[O:34]1[CH2:35][CH2:36][O:37][CH2:38][CH2:39]1>>[NH2:6][CH2:10][CH:11]([CH2:12][c:13]1[cH:14][cH:15][cH:16][cH:17][cH:18]1)[NH:19][C:20](=[O:21])[c:22]1[n:23]([CH3:33])[cH:24][c:25](-[c:27]2[cH:28][cH:29][n:30][n:31]2[CH3:32])[cH:26]1. The reactants are C(#N)[BH3-].[Na+] (sodium cyanoborohydride), ether hexanes, CN1C(CC[C@@]2(C3=C(CC[C@@H]12)C=C(C=C3)C3=CC(=CC=C3)N)C)=O ((+)-(4aR)-(10bR)-4-methyl-8-(3-aminophenyl)-10b-methyl-1,2,3,4,4a,5,6,10b-octahydrobenzo[f]quinolin-3-one), C(C1=CC=CC=C1)(C1=CC=CC=C1)=N (benzophenone imine), CO (methanol). Reagents/catalysts: C(C)(=O)O (acetic acid), Cl (hydrochloric acid). The solvent is C(C)(=O)OCC (ethyl acetate), ClCCl (dichloromethane). Conditions: time 1 hour. Product: CN1C(CC[C@@]2(C3=C(CC[C@@H]12)C=C(C=C3)C3=CC(=CC=C3)NC(C3=CC=CC=C3)C3=CC=CC=C3)C)=O ((+)-(4aR)-(10bR)-4-methyl-8-(3-diphenylmethylaminophenyl)-10b-methyl-1,2,3,4,4a,5,6,10b-octahydrobenzo[f]quinolin-3-one). Yield: 83.0%. As a reaction SMILES: [CH3:1][N:2]1[C@H:11]2[C@@:6]([CH3:23])([C:7]3[CH:15]=[CH:14][C:13]([C:16]4[CH:21]=[CH:20][CH:19]=[C:18]([NH2:22])[CH:17]=4)=[CH:12][C:8]=3[CH2:9][CH2:10]2)[CH2:5][CH2:4][C:3]1=[O:24].[C:25](=N)([C:32]1[CH:37]=[CH:36][CH:35]=[CH:34][CH:33]=1)[C:26]1[CH:31]=[CH:30][CH:29]=[CH:28][CH:27]=1.CO.C([BH3-])#N.[Na+]>ClCCl.Cl.C(O)(=O)C.C(OCC)(=O)C>[CH3:1][N:2]1[C@H:11]2[C@@:6]([CH3:23])([C:7]3[CH:15]=[CH:14][C:13]([C:16]4[CH:21]=[CH:20][CH:19]=[C:18]([NH:22][CH:25]([C:26]5[CH:31]=[CH:30][CH:29]=[CH:28][CH:27]=5)[C:32]5[CH:37]=[CH:36][CH:35]=[CH:34][CH:33]=5)[CH:17]=4)=[CH:12][C:8]=3[CH2:9][CH2:10]2)[CH2:5][CH2:4][C:3]1=[O:24] |f:3.4|. Procedure: To a solution of (+)-(4aR)-(10bR)-4-methyl-8-(3-aminophenyl)-10b-methyl-1,2,3,4,4a,5,6,10b-octahydrobenzo[f]quinolin-3-one (22 mg, 0.07 mmol), in 0.25 mL of dichloromethane was added benzophenone imine (1 eq), followed by 1 drop of 1N hydrochloric acid. The mixture was stirred at room temperature for 1 h, concentrated, and 0.5 mL of methanol and sodium cyanoborohydride (0.14 mmol) followed by two drops of glacial acetic acid was added, and the mixture was stirred for 16 h, diluted with ethyl ace... Reactants: C(#N)C1=C(OC[C@H]2N(CCCC2)C(=O)OC(C)(C)C)C=CC=C1[N+](=O)[O-] ((S)-tert-butyl 2-((2-cyano-3-nitrophenoxy)methyl)piperidine-1-carboxylate), Cl (HCl). Yields the product Cl.[N+](=O)([O-])C1=C(C#N)C(=CC=C1)OC[C@H]1NCCCC1 ((S)-2-nitro-6-(piperidin-2-ylmethoxy)benzonitrile hydrochloride). RXN SMILES: [C:1]([C:3]1[C:23]([N+:24]([O-:26])=[O:25])=[CH:22][CH:21]=[CH:20][C:4]=1[O:5][CH2:6][C@@H:7]1[CH2:12][CH2:11][CH2:10][CH2:9][N:8]1C(OC(C)(C)C)=O)#[N:2].[ClH:27]>>[ClH:27].[N+:24]([C:23]1[CH:22]=[CH:21][CH:20]=[C:4]([O:5][CH2:6][C@@H:7]2[CH2:12][CH2:11][CH2:10][CH2:9][NH:8]2)[C:3]=1[C:1]#[N:2])([O-:26])=[O:25] |f:2.3|. Procedure details: Prepared as in Example 1d from (S)-tert-butyl 2-((2-cyano-3-nitrophenoxy)methyl)piperidine-1-carboxylate (Example 47e). MS 262 (MH+—HCl). Starting materials: NC=1C=C(C=C(C(=O)O)C1)C(=O)O (5-aminoisophthalic acid), C([O-])(O)=O.[Na+] (sodium bicarbonate), [Na+].[Na+].[Na+].[Na+].ClC1=NC(=NC(=N1)NC=1C=C(C=C(C(=O)[O-])C1)C(=O)[O-])NC=1C=C(C=C(C(=O)[O-])C1)C(=O)[O-] (5,5'-[(6-Chloro-s-triazine-2,4-diyl)diimino]-diisophthalic acid tetrasodium salt). The solvent is [OH-].[Na+] (sodium hydroxide), O (water), O (water), [OH-].[Na+] (sodium hydroxide). Yields the product [Na+].[Na+].[Na+].[Na+].[Na+].[Na+].N1=C(N=C(N=C1NC=1C=C(C=C(C(=O)[O-])C1)C(=O)[O-])NC=1C=C(C=C(C(=O)[O-])C1)C(=O)[O-])NC=1C=C(C=C(C(=O)[O-])C1)C(=O)[O-] (5,5',5"-(s-Triazine-2,4,6-triyltriimino)triisophthalic acid hexasodium salt). RXN SMILES: [NH2:1][C:2]1[CH:3]=[C:4]([C:11]([OH:13])=[O:12])[CH:5]=[C:6]([CH:10]=1)[C:7]([OH:9])=[O:8].C(=O)(O)[O-].[Na+:18].[Na+].[Na+].[Na+].[Na+].Cl[C:24]1[N:29]=[C:28]([NH:30][C:31]2[CH:32]=[C:33]([C:40]([O-:42])=[O:41])[CH:34]=[C:35]([CH:39]=2)[C:36]([O-:38])=[O:37])[N:27]=[C:26]([NH:43][C:44]2[CH:45]=[C:46]([C:53]([O-:55])=[O:54])[CH:47]=[C:48]([CH:52]=2)[C:49]([O-:51])=[O:50])[N:25]=1>O.[OH-].[Na+]>[Na+:18].[Na+:18].[Na+:18].[Na+:18].[Na+:18].[Na+:18].[N:25]1[C:24]([NH:1][C:2]2[CH:3]=[C:4]([C:11]([O-:13])=[O:12])[CH:5]=[C:6]([CH:10]=2)[C:7]([O-:9])=[O:8])=[N:29][C:28]([NH:30][C:31]2[CH:32]=[C:33]([C:40]([O-:42])=[O:41])[CH:34]=[C:35]([CH:39]=2)[C:36]([O-:38])=[O:37])=[N:27][C:26]=1[NH:43][C:44]1[CH:52]=[C:48]([C:49]([O-:51])=[O:50])[CH:47]=[C:46]([CH:45]=1)[C:53]([O-:55])=[O:54] |f:1.2,3.4.5.6.7,9.10,11.12.13.14.15.16.17|. Procedure: To a stirred solution of 3.62 g of 5-aminoisophthalic acid and 1.85 g of sodium bicarbonate in 80 ml of water plus 7.8 ml of 5 N sodium hydroxide is added 11.24 g of crude 5,5'-[6-chloro-s-triazine-2,4-diyl)diimino]diisophthalic acid tetrasodium salt (prepared as described in Example 2). The reaction mixture is refluxed for 15 hours, then is filtered. The filtrate is diluted with 100 ml of absolute ethanol to give a precipitate. The precipitate is collected by filtration and is washed with (8:10...